describe an organic reaction: reactants, conditions, products, and yield From a dataset of the Open Reaction Database (ORD), a public repository of structured organic reaction records. Reactants: C(C)OC(=O)C=1C=C2C(C(C(NC2=CC1)C=1C=NC=C(C1)Br)(C)C)O (2-(5-bromo-pyridin-3-yl)-4-hydroxy-3,3-dimethyl-1,2,3,4-tetrahydro-quinoline-6-carboxylic acid ethyl ester), FC(C(=O)O)(F)F (trifluoroacetic acid). Solvent: C(C)[SiH](CC)CC (triethylsilane). Run at temperature 25 celsius, time 4 hour. Product: C(C)OC(=O)C=1C=C2CC(C(NC2=CC1)C=1C=NC=C(C1)Br)(C)C (2-(5-bromo-pyridin-3-yl)-3,3-dimethyl-1,2,3,4-tetrahydro-quinoline-6-carboxylic acid ethyl ester). Yield: 28.3%. RXN SMILES: [CH2:1]([O:3][C:4]([C:6]1[CH:7]=[C:8]2[C:13](=[CH:14][CH:15]=1)[NH:12][CH:11]([C:16]1[CH:17]=[N:18][CH:19]=[C:20]([Br:22])[CH:21]=1)[C:10]([CH3:24])([CH3:23])[CH:9]2O)=[O:5])[CH3:2].FC(F)(F)C(O)=O>C([SiH](CC)CC)C>[CH2:1]([O:3][C:4]([C:6]1[CH:7]=[C:8]2[C:13](=[CH:14][CH:15]=1)[NH:12][CH:11]([C:16]1[CH:17]=[N:18][CH:19]=[C:20]([Br:22])[CH:21]=1)[C:10]([CH3:23])([CH3:24])[CH2:9]2)=[O:5])[CH3:2]. Procedure details: To a mixture of 2-(5-bromo-pyridin-3-yl)-4-hydroxy-3,3-dimethyl-1,2,3,4-tetrahydro-quinoline-6-carboxylic acid ethyl ester (42.2 g, 100 mmol) and triethylsilane (30 mL) at 25° C. was added trifluoroacetic acid (15 mL) dropwise. The resulting mixture was stirred at 25° C. for 4 h. Then the reaction mixture was concentrated in vacuo and the residue was extracted with ethyl acetate (2×200 mL), washed with saturated aqueous sodium bicarbonate solution (2×100 mL), dried over anhydrous sodium sulfate ... Solvent: O1CCOCC1 (dioxane). Reactants: ClC1=CC(=CC(=N1)N[C@@H]1CC[C@H](CC1)NC(OC(C)(C)C)=O)C1=CN(C2=NC=C(C=C21)OCC#C)S(=O)(=O)C2=CC=CC=C2 (tert-butyl(trans)-4-(6-chloro-4-(1-(phenylsulfonyl)-5-(prop-2-ynyloxy)-1H-pyrrolo[2,3-b]pyridin-3-yl)pyridin-2-ylamino)cyclohexylcarbamate), [OH-].[Na+] (sodium hydroxide). Yields the product ClC1=CC(=CC(=N1)N[C@@H]1CC[C@H](CC1)NC(OC(C)(C)C)=O)C1=CNC2=NC=C(C=C21)OCC#C (tert-butyl(trans)-4-(6-chloro-4-(5-(prop-2-ynyloxy)-1H-pyrrolo[2,3-b]pyridin-3-yl)pyridin-2-ylamino)cyclohexylcarbamate). RXN SMILES: [Cl:1][C:2]1[N:7]=[C:6]([NH:8][C@H:9]2[CH2:14][CH2:13][C@H:12]([NH:15][C:16](=[O:22])[O:17][C:18]([CH3:21])([CH3:20])[CH3:19])[CH2:11][CH2:10]2)[CH:5]=[C:4]([C:23]2[C:31]3[C:26](=[N:27][CH:28]=[C:29]([O:32][CH2:33][C:34]#[CH:35])[CH:30]=3)[N:25](S(C3C=CC=CC=3)(=O)=O)[CH:24]=2)[CH:3]=1.[OH-].[Na+]>O1CCOCC1>[Cl:1][C:2]1[N:7]=[C:6]([NH:8][C@H:9]2[CH2:14][CH2:13][C@H:12]([NH:15][C:16](=[O:22])[O:17][C:18]([CH3:20])([CH3:21])[CH3:19])[CH2:11][CH2:10]2)[CH:5]=[C:4]([C:23]2[C:31]3[C:26](=[N:27][CH:28]=[C:29]([O:32][CH2:33][C:34]#[CH:35])[CH:30]=3)[NH:25][CH:24]=2)[CH:3]=1 |f:1.2|. Procedure: A solution of Example 241a (0.056 g, 0.088 mmol) in dioxane (1.5 mL) was treated with 20% sodium hydroxide (0.10 mL, 0.088 mmol). The mixture was heated at 90 C for an hour. The solvent was evaporated. The residue was treated with 20% brine and twice extracted with dichloromethane. The layers were combined, dried with MgSO4 and concentrated to give 0.037 g of the title compound. The crude product was used in the next step without further purification. Isolated yield 84.8%. The reactants are O (water), [OH-].[Li+] (lithium hydroxide), COC(CCCCCCC(NOC(C)OCC(C)C)=O)=O (7-(1-Isobutoxy-ethoxycarbamoyl)-heptanoic acid methyl ester). Run in C1CCOC1 (THF). Yields the product C(C(C)C)OC(C)ONC(=O)CCCCCCC(=O)O (7-(1-Isobutoxy-ethoxycarbamoyl)-heptanoic acid). Yield: 828.3%. RXN SMILES: C[O:2][C:3](=[O:21])[CH2:4][CH2:5][CH2:6][CH2:7][CH2:8][CH2:9][C:10](=[O:20])[NH:11][O:12][CH:13]([O:15][CH2:16][CH:17]([CH3:19])[CH3:18])[CH3:14].O.[OH-].[Li+]>C1COCC1>[CH2:16]([O:15][CH:13]([O:12][NH:11][C:10]([CH2:9][CH2:8][CH2:7][CH2:6][CH2:5][CH2:4][C:3]([OH:21])=[O:2])=[O:20])[CH3:14])[CH:17]([CH3:19])[CH3:18] |f:2.3|. Reported procedure: 7-(1-Isobutoxy-ethoxycarbamoyl)-heptanoic acid methyl ester (36.6 g, 12.1 mmol, 1.0 eq) was stirred in THF (200 mL) and water (200 mL) in the presence of lithium hydroxide (8.68 g, 36.2 mmol, 3.0 eq) for 3 h at 50° C. THF was evaporated under vacuum and to the mixture water (100 mL) and ethyl acetate (200 mL) were added. The mixture was acidified cautiously to pH 3 by addition of 1N HCl. The organic phase was isolated and the aqueous layer re-extracted with ethyl acetate (150 mL). The organic ph... Product: COC=1C=C(C=C(C1)OC)C(O)C1=C(C=CC=C1)OC ((3,5-dimethoxy-phenyl)-(2-methoxy-phenyl)-methanol). The reactants are COC1=C(C=O)C=CC=C1 (2-Methoxybenzaldehyde), BrC1=CC(=CC(=C1)OC)OC (1-bromo-3,5-dimethoxybenzene), C(CCC)[Li] (n-butyl lithium), O1CCOC2=C1C=CC(=C2)C(O)C2=CC(=CC(=C2)OC)OC ((2,3-dihydrobenzo[1,4]dioxin-6-yl)-(3,5-dimethoxyphenyl)methanol). Isolated yield 84.6%. Procedure: 2-Methoxybenzaldehyde (0.81 g, 5.95 mmol), 1-bromo-3,5-dimethoxybenzene (1.42 g, 6.54 mmol), and n-butyl lithium (2.62 ml, 6.54 mmol) were treated in the same manner as described above for the synthesis of (2,3-dihydrobenzo[1,4]dioxin-6-yl)-(3,5-dimethoxyphenyl)methanol. The crude material was purified via flash column chromatography (10% EtOAc in hexane gradient to 40% EtOAc in hexane in about 40 min.) to give (3,5-dimethoxy-phenyl)-(2-methoxy-phenyl)-methanol as a greenish oil (1.38 g, 85%): 1... RXN SMILES: [CH3:1][O:2][C:3]1[CH:10]=[CH:9][CH:8]=[CH:7][C:4]=1[CH:5]=[O:6].Br[C:12]1[CH:17]=[C:16]([O:18][CH3:19])[CH:15]=[C:14]([O:20][CH3:21])[CH:13]=1.C([Li])CCC.O1C2C=CC(C(C3C=C(OC)C=C(OC)C=3)O)=CC=2OCC1>>[CH3:19][O:18][C:16]1[CH:17]=[C:12]([CH:5]([C:4]2[CH:7]=[CH:8][CH:9]=[CH:10][C:3]=2[O:2][CH3:1])[OH:6])[CH:13]=[C:14]([O:20][CH3:21])[CH:15]=1. The reactants are N1CCC(CC1)NC(=O)C1=CNC2=C1N=CN=C2C2=C(C=C(C=C2)OC)OCCOC (4-[4-methoxy-2-(2-methoxy-ethoxy)-phenyl]-5H-pyrrolo[3,2-d]pyrimidine-7-carboxylic acid piperidin-4-ylamide), COCC(=O)Cl (methoxy-acetyl chloride). The product is COCC(=O)N1CCC(CC1)NC(=O)C1=CNC2=C1N=CN=C2C2=C(C=C(C=C2)OC)OCCOC (4-[4-Methoxy-2-(2-methoxy-ethoxy)-phenyl]-5H-pyrrolo[3,2-d]pyrimidine-7-carboxylic acid [1-(2-methoxy-acetyl)-piperidin-4-yl]-amide). As a reaction SMILES: [NH:1]1[CH2:6][CH2:5][CH:4]([NH:7][C:8]([C:10]2[C:14]3[N:15]=[CH:16][N:17]=[C:18]([C:19]4[CH:24]=[CH:23][C:22]([O:25][CH3:26])=[CH:21][C:20]=4[O:27][CH2:28][CH2:29][O:30][CH3:31])[C:13]=3[NH:12][CH:11]=2)=[O:9])[CH2:3][CH2:2]1.[CH3:32][O:33][CH2:34][C:35](Cl)=[O:36]>>[CH3:32][O:33][CH2:34][C:35]([N:1]1[CH2:6][CH2:5][CH:4]([NH:7][C:8]([C:10]2[C:14]3[N:15]=[CH:16][N:17]=[C:18]([C:19]4[CH:24]=[CH:23][C:22]([O:25][CH3:26])=[CH:21][C:20]=4[O:27][CH2:28][CH2:29][O:30][CH3:31])[C:13]=3[NH:12][CH:11]=2)=[O:9])[CH2:3][CH2:2]1)=[O:36]. Procedure details: Starting from 4-[4-methoxy-2-(2-methoxy-ethoxy)-phenyl]-5H-pyrrolo[3,2-d]pyrimidine-7-carboxylic acid piperidin-4-ylamide (example A184) and methoxy-acetyl chloride the title compound was obtained as colorless solid.